This data is from the Open Reaction Database (ORD), a public repository of structured organic reaction records. The task is: describe an organic reaction: reactants, conditions, products, and yield Starting materials: BrCc1ccccn1, O=C([O-])[O-], CCOC(C)=O, [K+], [K+], CN(C)C=O, O=c1cc(O)ccn1CCc1ccc(CO)cc1. Product: O=c1cc(OCc2ccccn2)ccn1CCc1ccc(CO)cc1. As a reaction SMILES: [Br:19][CH2:20][c:21]1[n:22][cH:23][cH:24][cH:25][cH:26]1.[C:27](=[O:28])([O-:29])[O-:30].[CH3:38][CH2:39][O:40][C:41]([CH3:42])=[O:43].[K+:31].[K+:32].[O:33]=[CH:34][N:35]([CH3:36])[CH3:37].[OH:1][c:2]1[cH:3][c:4](=[O:18])[n:5]([CH2:8][CH2:9][c:10]2[cH:11][cH:12][c:13]([CH2:16][OH:17])[cH:14][cH:15]2)[cH:6][cH:7]1>>[O:1]([c:2]1[cH:3][c:4](=[O:18])[n:5]([CH2:8][CH2:9][c:10]2[cH:11][cH:12][c:13]([CH2:16][OH:17])[cH:14][cH:15]2)[cH:6][cH:7]1)[CH2:20][c:21]1[n:22][cH:23][cH:24][cH:25][cH:26]1.